Dataset: the Open Reaction Database (ORD), a public repository of structured organic reaction records. Task: describe an organic reaction: reactants, conditions, products, and yield Starting materials: CCOC(=O)C(=Cc1nccn1Cc1cc(Cl)cc(Cl)c1)Cc1ccccc1, CCO, O. The product is CCOC(=O)C(Cc1ccccc1)Cc1nccn1Cc1cc(Cl)cc(Cl)c1. RXN SMILES: [CH2:1]([CH3:2])[O:3][C:4]([C:5](=[CH:6][c:7]1[n:8]([CH2:12][c:13]2[cH:14][c:15]([Cl:20])[cH:16][c:17]([Cl:19])[cH:18]2)[cH:9][cH:10][n:11]1)[CH2:21][c:22]1[cH:23][cH:24][cH:25][cH:26][cH:27]1)=[O:28].[CH3:29][CH2:30][OH:31].[OH2:32]>>[CH2:1]([CH3:2])[O:3][C:4]([CH:5]([CH2:6][c:7]1[n:8]([CH2:12][c:13]2[cH:14][c:15]([Cl:20])[cH:16][c:17]([Cl:19])[cH:18]2)[cH:9][cH:10][n:11]1)[CH2:21][c:22]1[cH:23][cH:24][cH:25][cH:26][cH:27]1)=[O:28].